This data is from the Open Reaction Database (ORD), a public repository of structured organic reaction records. The task is: describe an organic reaction: reactants, conditions, products, and yield The reactants are [Si](C)(C)(C(C)(C)C)O[C@@](C(C(=O)OS(=O)(=O)C)(F)F)(O)[C@H](O)C(O)O[Si](C)(C)C(C)(C)C (3,5-bis(t-butyldimethylsilyloxy)-1-methanesulfonyloxy-2-desoxy-2,2difluororibose), C(Cl)Cl (methylene chloride), FC=1C(=NC(=NC1)O[Si](C)(C)C)O[Si](C)(C)C (5-fluoro-2,4-bis(trimethylsilyloxy)pyrimidine), FC(S(=O)(=O)O[Si](C)(C)C)(F)F (trifluoromethanesulfonyloxytrimethylsilane). Run in CO (methanol). Reaction conditions: time 30 minute. The product is FC=1C(NC(N(C1)C(=O)C([C@H](O)[C@H](O)CO)(F)F)=O)=O (1-(5-fluoro-2,4-dioxo-1H,3H-pyrimidin-1-yl)-2-desoxy-2,2-difluororibose). Reaction SMILES: [Si](O[C@:9]([C@@H:21]([CH:23]([O:25][Si](C(C)(C)C)(C)C)O)[OH:22])([OH:20])[C:10]([F:19])([F:18])[C:11]([O:13]S(C)(=O)=O)=O)(C(C)(C)C)(C)C.[F:33][C:34]1[C:35]([O:45][Si](C)(C)C)=[N:36][C:37]([O:40][Si](C)(C)C)=[N:38][CH:39]=1.FC(F)(F)S(O[Si](C)(C)C)(=O)=O.C(Cl)Cl>CO>[F:33][C:34]1[C:35](=[O:45])[NH:36][C:37](=[O:40])[N:38]([C:11]([C:10]([F:18])([F:19])[C@@H:9]([C@@H:21]([CH2:23][OH:25])[OH:22])[OH:20])=[O:13])[CH:39]=1. Reported procedure: A solution of 1.1 g. of 3,5-bis(t-butyldimethylsilyloxy)-1-methanesulfonyloxy-2-desoxy-2,2difluororibose, 0.83 g. of 5-fluoro-2,4-bis(trimethylsilyloxy)pyrimidine, and 0.655 g. of trifluoromethanesulfonyloxytrimethylsilane in 20 ml. of methylene chloride was refluxed for approximately 17 hours under nitrogen. The reaction mixture was cooled to room temperature and 3 ml. of methanol was added thereto. The resulting solution was stirred for approximately 30 minutes at room temperature and the prec... The reactants are N1(CCCCC1)CC1=CC(=NC=C1)OC\C=C/CNC(CCCCSCCO)=O (N-[4-(4-piperidinomethyl-2-pyridyloxy)-cis-2-butenyl]-5-(2-hydroxyethylthio)pentanamide), C(C)(=O)OC(C)=O (acetic anhydride). Yield: 92.0%. Yields the product N1(CCCCC1)CC1=CC(=NC=C1)OC\C=C/CNC(CCCCSCCOC(C)=O)=O (N-[4-(4-Piperidinomethyl-2-pyridyloxy)-cis-2-butenyl]-5-(2-acetoxyethylthio)pentanamide). Procedure: Following a procedure similar to that described in Example 67(c), but using N-[4-(4-piperidinomethyl-2-pyridyloxy)-cis-2-butenyl]-5-(2-hydroxyethylthio)pentanamide [prepared as described in step (c) above] and acetic anhydride as starting materials, in relative proportions similar to those used in that Example, the title compound was obtained as an oil in a 92% yield. Reaction SMILES: [N:1]1([CH2:7][C:8]2[CH:13]=[CH:12][N:11]=[C:10]([O:14][CH2:15]/[CH:16]=[CH:17]\[CH2:18][NH:19][C:20](=[O:29])[CH2:21][CH2:22][CH2:23][CH2:24][S:25][CH2:26][CH2:27][OH:28])[CH:9]=2)[CH2:6][CH2:5][CH2:4][CH2:3][CH2:2]1.[C:30](OC(=O)C)(=[O:32])[CH3:31]>>[N:1]1([CH2:7][C:8]2[CH:13]=[CH:12][N:11]=[C:10]([O:14][CH2:15]/[CH:16]=[CH:17]\[CH2:18][NH:19][C:20](=[O:29])[CH2:21][CH2:22][CH2:23][CH2:24][S:25][CH2:26][CH2:27][O:28][C:30](=[O:32])[CH3:31])[CH:9]=2)[CH2:6][CH2:5][CH2:4][CH2:3][CH2:2]1. RXN SMILES: [C:1](#[N:2])[c:3]1[cH:4][c:5]2[cH:6][cH:7][c:8]([OH:22])[c:9]([C:13](=[O:14])[O:15][CH2:16][C:17]([N:18]([CH3:19])[CH3:20])=[O:21])[c:10]2[cH:11][cH:12]1.[CH3:25][OH:26].[ClH:23].[NH3:24]>>[C:1]([NH2:2])([c:3]1[cH:4][c:5]2[cH:6][cH:7][c:8]([OH:22])[c:9]([C:13](=[O:14])[O:15][CH2:16][C:17]([N:18]([CH3:19])[CH3:20])=[O:21])[c:10]2[cH:11][cH:12]1)=[NH:24].[ClH:23]. The product is CN(C)C(=O)COC(=O)c1c(O)ccc2cc(C(=N)N)ccc12, Cl. The reactants are CN(C)C(=O)COC(=O)c1c(O)ccc2cc(C#N)ccc12, CO, Cl, N. Starting materials: CCOC(C)=O, COc1ccc2c(Oc3ccc(OCCN4CCCCC4)cc3)c(OCc3ccccc3)ccc2c1, CO, O=C[O-], [NH4+], [OH-], [OH-], [Pd+2]. Yields the product COc1ccc2c(Oc3ccc(OCCN4CCCCC4)cc3)c(O)ccc2c1. As a reaction SMILES: [C:44]([O:45][CH2:46][CH3:47])(=[O:48])[CH3:49].[CH2:1]([c:2]1[cH:3][cH:4][cH:5][cH:6][cH:7]1)[O:8][c:9]1[c:10]([O:21][c:22]2[cH:23][cH:24][c:25]([O:26][CH2:27][CH2:28][N:29]3[CH2:30][CH2:31][CH2:32][CH2:33][CH2:34]3)[cH:35][cH:36]2)[c:11]2[cH:12][cH:13][c:14]([O:19][CH3:20])[cH:15][c:16]2[cH:17][cH:18]1.[CH3:50][OH:51].[CH:37]([O-:38])=[O:39].[NH4+:40].[OH-:41].[OH-:42].[Pd+2:43]>>[OH:8][c:9]1[c:10]([O:21][c:22]2[cH:23][cH:24][c:25]([O:26][CH2:27][CH2:28][N:29]3[CH2:30][CH2:31][CH2:32][CH2:33][CH2:34]3)[cH:35][cH:36]2)[c:11]2[cH:12][cH:13][c:14]([O:19][CH3:20])[cH:15][c:16]2[cH:17][cH:18]1. Reactants: NC=1C=CC=C2C=CC(=CC12)O (8-amino-2-naphthol), [OH-].[Na+] (NaOH), N1C=NC=C1 (imidazole), C(C)(C)(C)[Si](C)(C)Cl (tert-butylchlorodimethylsilane). The reagents and catalysts are [Ni] (Raney nickel). Run in C(C)O (ethanol), C(Cl)Cl (CH2Cl2). Reaction conditions: temperature 85 celsius, time 18 hour. The product is [Si](C)(C)(C(C)(C)C)OC1CCC=2C=CC=C(C2C1)N (7-{[tert-butyl(dimethyl)silyl]oxy}-5,6,7,8-tetrahydronaphthalen-1-amine). As a reaction SMILES: [NH2:1][C:2]1[CH:3]=[CH:4][CH:5]=[C:6]2[C:11]=1[CH:10]=[C:9]([OH:12])[CH:8]=[CH:7]2.[OH-].[Na+].N1C=CN=C1.[C:20]([Si:24](Cl)([CH3:26])[CH3:25])([CH3:23])([CH3:22])[CH3:21]>[Ni].C(O)C.C(Cl)Cl>[Si:24]([O:12][CH:9]1[CH2:10][C:11]2[C:2]([NH2:1])=[CH:3][CH:4]=[CH:5][C:6]=2[CH2:7][CH2:8]1)([C:20]([CH3:23])([CH3:22])[CH3:21])([CH3:26])[CH3:25] |f:1.2|. Procedure details: A mixture of 8-amino-2-naphthol (47.55 g, 298.7 mmol), Raney nickel (20.20 g), and 50% aq. NaOH (1.97 g) in ethanol (480 mL) in a sealed reactor was purged three times (3×40 psi H2/vacuum cycles), then the reactor was pressurized with 1300 psi H2 and heated at 85° C. for 7 hours. After this time, the catalyst was filtered off (Celite), and the filtrate was evaporated to afford a dark oil. The oil was dissolved in CH2Cl2 (600 mL) and was treated with imidazole (65.9 g, 969 mmol) and tert-butylchl...